From a dataset of the Open Reaction Database (ORD), a public repository of structured organic reaction records. describe an organic reaction: reactants, conditions, products, and yield Starting materials: C1(=CC=CC=C1)C(N1CCN(CC1)CCN(C)C(=O)OCC)C1=CC=CC=C1 (4-diphenylmethyl-1-[2-(N-ethoxycarbonyl-N-methylamino)ethyl]piperazine), [OH-].[K+] (potassium hydroxide), ice water. Run in C(CO)O (ethylene glycol). Reaction conditions: temperature 140 celsius, time 20 hour. Product: C1(=CC=CC=C1)C(N1CCN(CC1)CCNC)C1=CC=CC=C1 (4-Diphenylmethyl-1-[2-(N-methylamino)ethyl]piperazine). Yield: 87.8%. Reaction SMILES: [C:1]1([CH:7]([C:23]2[CH:28]=[CH:27][CH:26]=[CH:25][CH:24]=2)[N:8]2[CH2:13][CH2:12][N:11]([CH2:14][CH2:15][N:16](C(OCC)=O)[CH3:17])[CH2:10][CH2:9]2)[CH:6]=[CH:5][CH:4]=[CH:3][CH:2]=1.[OH-].[K+]>C(O)CO>[C:23]1([CH:7]([C:1]2[CH:6]=[CH:5][CH:4]=[CH:3][CH:2]=2)[N:8]2[CH2:9][CH2:10][N:11]([CH2:14][CH2:15][NH:16][CH3:17])[CH2:12][CH2:13]2)[CH:24]=[CH:25][CH:26]=[CH:27][CH:28]=1 |f:1.2|. Procedure details: A solution of 1.6 g of 4-diphenylmethyl-1-[2-(N-ethoxycarbonyl-N-methylamino)ethyl]piperazine (prepared as described in Preparation 35') in 20 ml of a 10% w/v aqueous solution of potassium hydroxide and 20 ml of ethylene glycol was stirred at 140° C. for 20 hours. At the end of this time, the mixture was cooled to room temperature, poured into ice-water and extracted with methylene chloride. The extracts were combined, washed with water and dried over anhydrous sodium sulfate. Evaporation of the... RXN SMILES: [C:31](=[O:32])([OH:33])[O-:34].[Na+:35].[OH:1][CH:2]([C:3](=[O:4])[O:5][CH2:6][CH3:7])[CH2:8][c:9]1[cH:10][cH:11][c:12]([O:15][C:16]([CH3:17])([CH3:18])[C:19]([c:20]2[cH:21][cH:22][cH:23][cH:24][cH:25]2)=[O:26])[cH:13][cH:14]1.[S:27]([Cl:28])([Cl:29])=[O:30].[cH:36]1[cH:37][cH:38][n:39][cH:40][cH:41]1>>[CH:2]([C:3](=[O:4])[O:5][CH2:6][CH3:7])([CH2:8][c:9]1[cH:10][cH:11][c:12]([O:15][C:16]([CH3:17])([CH3:18])[C:19]([c:20]2[cH:21][cH:22][cH:23][cH:24][cH:25]2)=[O:26])[cH:13][cH:14]1)[Cl:29]. Reactants: O=C([O-])O, [Na+], CCOC(=O)C(O)Cc1ccc(OC(C)(C)C(=O)c2ccccc2)cc1, O=S(Cl)Cl, c1ccncc1. The product is CCOC(=O)C(Cl)Cc1ccc(OC(C)(C)C(=O)c2ccccc2)cc1. The reactants are 2-Substituted Benzofurans, acetylenes, OC1=C(C=C(C(=O)OC)C=C1)I (methyl 4-hydroxy-3-iodobenzoate), C(CCC#C)O (4-pentyn-1-ol). The reagents and catalysts are [Pd] (Palladium), [Cu-]=O (copper (I) oxide). The solvent is N1=CC=CC=C1 (pyridine), CCOC(=O)C (EtOAc). Reaction conditions: temperature 110 celsius, time 8 hour. Yields the product OCCCC=1OC2=C(C1)C=C(C=C2)C(=O)OC (Methyl 2-(3-hydroxypropyl)benzofuran-5-carboxylate). Yield: 48.8%. RXN SMILES: [OH:1][C:2]1[CH:11]=[CH:10][C:5]([C:6]([O:8][CH3:9])=[O:7])=[CH:4][C:3]=1I.[CH2:13]([OH:18])[CH2:14][CH2:15][C:16]#[CH:17]>N1C=CC=CC=1.CCOC(C)=O.[Pd].[Cu-]=O>[OH:18][CH2:13][CH2:14][CH2:15][C:16]1[O:1][C:2]2[CH:11]=[CH:10][C:5]([C:6]([O:8][CH3:9])=[O:7])=[CH:4][C:3]=2[CH:17]=1. Procedure details: See Fancelli D.; Fagnola, M. C.; Bedeschi, A. Solid phase Synthesis of 2-Substituted Benzofurans via the Palladium-catalyzed Heteroannulation of acetylenes. Tetrahedron Letters 1997, 38, 2311-2314. A mixture of methyl 4-hydroxy-3-iodobenzoate (93) (35 g, 125.9 mmol), 4-pentyn-1-ol (11.00 g, 130.7 mmol) and copper (I) oxide (12.62 g, 88.2 mmol) in dyr pyridine (150 mL) was stirred at 100-120° C. overnight. The mixture was allowed to cool to room temperature, diluted with EtOAc (200 mL), filtered ... Reactants: S(O)(O)(=O)=O (sulfuric acid), C1(=CC=CC=C1)O (phenol), C(CCCCCC(C)C)(=O)Cl (isononanoic acid chloride). Conditions: temperature 80 celsius, time 2 hour. Product: C(CCCCCC(C)C)(=O)OC1=C(C=CC=C1)S(=O)(=O)O (isononanoyloxybenzenesulfonic acid). Reaction SMILES: [S:1](=[O:5])(=O)([OH:3])[OH:2].[C:6]1([OH:12])[CH:11]=[CH:10][CH:9]=[CH:8][CH:7]=1.[C:13](Cl)(=[O:22])[CH2:14][CH2:15][CH2:16][CH2:17][CH2:18][CH:19]([CH3:21])[CH3:20]>>[C:13]([O:12][C:6]1[CH:11]=[CH:10][CH:9]=[CH:8][C:7]=1[S:1]([OH:3])(=[O:5])=[O:2])(=[O:22])[CH2:14][CH2:15][CH2:16][CH2:17][CH2:18][CH:19]([CH3:21])[CH3:20]. Procedure: 107 parts by weight of 96% sulfuric acid are added dropwise within 30 minutes to 94 parts by weight of phenol at a temperature between 40° and 50° C. The mixture is then stirred for a further 2 hours at 80° C. and 182 parts by weight of isononanoic acid chloride are then added dropwise at 40° to 45° C. within 1 hour and the mixture is stirred for 1 further hour. This gives an isononanoyloxybenzenesulfonic acid having an AS content of 40% which further drops on standing at 25° C. Starting materials: C1(CC1)C(N)=NO (Cyclopropylcarboxamide Oxime), C1(=CC=CC=C1)C (toluene), C(C)C(C(=O)[O-])(C(=O)[O-])CC (diethylmalonate). Run in C(C)O.O (ethanol water). The product is C1(CC1)C1=NOC(=N1)CC(=O)OCC (Ethyl 2-(3-cyclopropyl-1,2,4-oxadiazol-5-yl)acetate). As a reaction SMILES: [CH:1]1([C:4](=[N:6][OH:7])[NH2:5])[CH2:3][CH2:2]1.[C:8]1(C)C=CC=C[CH:9]=1.C([C:17]([CH2:24]C)([C:21]([O-:23])=[O:22])C([O-])=O)C>C(O)C.O>[CH:1]1([C:4]2[N:5]=[C:24]([CH2:17][C:21]([O:23][CH2:8][CH3:9])=[O:22])[O:7][N:6]=2)[CH2:3][CH2:2]1 |f:3.4|. Procedure details: A 20 gallon glass-lined vessel was charged with cyclopropylcarboxamide oxime (5) (5.39 kg, 53.9 Mol), toluene (Shell Chem, 324, 54.0 l) and diethylmalonate (Lancaster B/N 52068785, 24.5 kg, 160 Mol) under nitrogen at room temperature. The stirred reaction mixture was heated at gentle reflux for 21 h. The ethanol/water produced during the reaction was periodically drawn off to maintain a high reflux temperature (i.e 105°-110° C.) The reaction mixture was cooled to room temperature, washed with 25... Starting materials: CC1(CCC(CC1)C=NO)C (4,4-dimethylcyclohexanecarbaldehyde oxime), ClN1C(CCC1=O)=O (N-chloro succinimide). Product: ON=C(C1CCC(CC1)(C)C)Cl (N-Hydroxy-4,4-dimethylcyclohexanecarbimidoyl chloride). As a reaction SMILES: [CH3:1][C:2]1([CH3:11])[CH2:7][CH2:6][CH:5]([CH:8]=[N:9][OH:10])[CH2:4][CH2:3]1.[Cl:12]N1C(=O)CCC1=O>>[OH:10][N:9]=[C:8]([Cl:12])[CH:5]1[CH2:4][CH2:3][C:2]([CH3:11])([CH3:1])[CH2:7][CH2:6]1. Procedure: N-Hydroxy-4,4-dimethylcyclohexanecarbimidoyl chloride (I-9D) was prepared by reaction of 4,4-dimethylcyclohexanecarbaldehyde oxime and N-chloro succinimide following the same protocol as described for I-6B. MS m/z 190.1 (M+1). Reactants: step-ii, FC=1C=C(CN2N=CC(=C2)C2=CN(C3=NC=C(C=C32)C3=CC=C(C=C3)N3CCN(CCC3)C(=O)OC(C)(C)C)S(=O)(=O)C3=CC=C(C)C=C3)C=CC1 (tert-butyl 4-(4-(3-(1-(3-fluorobenzyl)-1H-pyrazol-4-yl)-1-tosyl-1H-pyrrolo[2,3-b]pyridin-5-yl)phenyl)-1,4-diazepane-1-carboxylate). Solvent: C(=O)(C(F)(F)F)O.C(Cl)Cl (TFA DCM). Product: N1(CCNCCC1)C1=CC=C(C=C1)C=1C=C2C(=NC1)N(C=C2C=2C=NN(C2)CC2=CC(=CC=C2)F)S(=O)(=O)C2=CC=C(C)C=C2 (5-(4-(1,4-diazepan-1-yl)phenyl)-3-(1-(3-fluorobenzyl)-1H-pyrazol-4-yl)-1-tosyl-1H-pyrrolo[2,3-b]pyridine). Isolated yield 97.0%. As a reaction SMILES: [F:1][C:2]1[CH:3]=[C:4]([CH:50]=[CH:51][CH:52]=1)[CH2:5][N:6]1[CH:10]=[C:9]([C:11]2[C:19]3[C:14](=[N:15][CH:16]=[C:17]([C:20]4[CH:25]=[CH:24][C:23]([N:26]5[CH2:32][CH2:31][CH2:30][N:29](C(OC(C)(C)C)=O)[CH2:28][CH2:27]5)=[CH:22][CH:21]=4)[CH:18]=3)[N:13]([S:40]([C:43]3[CH:49]=[CH:48][C:46]([CH3:47])=[CH:45][CH:44]=3)(=[O:42])=[O:41])[CH:12]=2)[CH:8]=[N:7]1>C(O)(C(F)(F)F)=O.C(Cl)Cl>[N:26]1([C:23]2[CH:24]=[CH:25][C:20]([C:17]3[CH:18]=[C:19]4[C:11]([C:9]5[CH:8]=[N:7][N:6]([CH2:5][C:4]6[CH:50]=[CH:51][CH:52]=[C:2]([F:1])[CH:3]=6)[CH:10]=5)=[CH:12][N:13]([S:40]([C:43]5[CH:44]=[CH:45][C:46]([CH3:47])=[CH:48][CH:49]=5)(=[O:42])=[O:41])[C:14]4=[N:15][CH:16]=3)=[CH:21][CH:22]=2)[CH2:32][CH2:31][CH2:30][NH:29][CH2:28][CH2:27]1 |f:1.2|. Procedure details: Using similar reaction conditions as described in step-ii of example-7, tert-butyl 4-(4-(3-(1-(3-fluorobenzyl)-1H-pyrazol-4-yl)-1-tosyl-1H-pyrrolo[2,3-b]pyridin-5-yl)phenyl)-1,4-diazepane-1-carboxylate (120 mg, 0.166 mmol) was deprotected in TFA/DCM (3/1 ml) to afford 100 mg (97.0% yield) of the titled compound. MS: m/z=621.2 (M+1). Run in C(C)O (ethanol). Procedure details: A mixture of 7-(1-aminoethyl)-6-(2,5-difluorophenyl)-3-methyl-5H-[1,3]thiazolo[3,2-a]pyrimidin-5-one (0.045 g, 0.14 mmol), 6-bromo-9H-purine (0.042 g, 0.21 mmol), and N,N-diisopropylethylamine (0.049 mL, 0.28 mmol) in ethanol (0.3 mL) was heated at 110° C. overnight. The mixture was filtered, and the filtrate was purified on preparative-LCMS (XBridge C18 Column, eluting with a gradient of acetonitrile/water containing 0.05% TFA), to give the desired product as a mixture of two diastereomers (TFA... Conditions: temperature 110 celsius. As a reaction SMILES: [NH2:1][CH:2]([C:4]1[N:5]=[C:6]2[S:21][CH:20]=[C:19]([CH3:22])[N:7]2[C:8](=[O:18])[C:9]=1[C:10]1[CH:15]=[C:14]([F:16])[CH:13]=[CH:12][C:11]=1[F:17])[CH3:3].Br[C:24]1[N:32]=[CH:31][N:30]=[C:29]2[C:25]=1[N:26]=[CH:27][NH:28]2.C(N(CC)C(C)C)(C)C>C(O)C>[F:17][C:11]1[CH:12]=[CH:13][C:14]([F:16])=[CH:15][C:10]=1[C:9]1[C:8](=[O:18])[N:7]2[C:19]([CH3:22])=[CH:20][S:21][C:6]2=[N:5][C:4]=1[CH:2]([NH:1][C:24]1[N:32]=[CH:31][N:30]=[C:29]2[C:25]=1[N:26]=[CH:27][NH:28]2)[CH3:3]. Reactants: NC(C)C=1N=C2N(C(C1C1=C(C=CC(=C1)F)F)=O)C(=CS2)C (7-(1-aminoethyl)-6-(2,5-difluorophenyl)-3-methyl-5H-[1,3]thiazolo[3,2-a]pyrimidin-5-one), BrC1=C2N=CNC2=NC=N1 (6-bromo-9H-purine), C(C)(C)N(C(C)C)CC (N,N-diisopropylethylamine). Yields the product FC1=C(C=C(C=C1)F)C1=C(N=C2N(C1=O)C(=CS2)C)C(C)NC2=C1N=CNC1=NC=N2 (6-(2,5-difluorophenyl)-3-methyl-7-[1-(9H-purin-6-ylamino)ethyl]-5H-[1,3]thiazolo[3,2-a]pyrimidin-5-one). Reactants: C(C)(C)(C)C=1C=C(C=C(C1O)C(C)(C)C)C1SC(C(N1CCCO)=O)CC(=O)O (2-(3,5-di-tert-butyl-4-hydroxyphenyl)-3-(3-hydroxypropyl)-5-carboxymethyl-1,3-thiazolidin-4-one), N1CCCC1 (pyrrolidine), ice water, S(=O)(Cl)Cl (thionyl chloride), CN(C=O)C (dimethylformamide). The solvent is ClCCl (dichloromethane), ClCCl (dichloromethane). Conditions: time 1 hour. Yields the product C(C)(C)(C)C=1C=C(C=C(C1O)C(C)(C)C)C1SC(C(N1CCCCl)=O)CC(=O)N1CCCC1 (2-(3,5-Di-tert-butyl-4-hydroxyphenyl)-3-(3-chloropropyl)-5-(1-pyrrolidinecarbonylmethyl)-1,3-thiazolidin-4-one). Yield: 91.2%. Reaction SMILES: [C:1]([C:5]1[CH:6]=[C:7]([CH:16]2[N:20]([CH2:21][CH2:22][CH2:23]O)[C:19](=[O:25])[CH:18]([CH2:26][C:27](O)=[O:28])[S:17]2)[CH:8]=[C:9]([C:12]([CH3:15])([CH3:14])[CH3:13])[C:10]=1[OH:11])([CH3:4])([CH3:3])[CH3:2].S(Cl)([Cl:32])=O.CN(C)C=O.[NH:39]1[CH2:43][CH2:42][CH2:41][CH2:40]1>ClCCl>[C:12]([C:9]1[CH:8]=[C:7]([CH:16]2[N:20]([CH2:21][CH2:22][CH2:23][Cl:32])[C:19](=[O:25])[CH:18]([CH2:26][C:27]([N:39]3[CH2:43][CH2:42][CH2:41][CH2:40]3)=[O:28])[S:17]2)[CH:6]=[C:5]([C:1]([CH3:4])([CH3:2])[CH3:3])[C:10]=1[OH:11])([CH3:14])([CH3:15])[CH3:13]. Procedure details: To a suspension of 2-(3,5-di-tert-butyl-4-hydroxyphenyl)-3-(3-hydroxypropyl)-5-carboxymethyl-1,3-thiazolidin-4-one (0.61 g) obtained in Reference Example 41 in dichloromethane (20 ml) were added thionyl chloride (0.38 g) and a catalytic amount of dimethylformamide, and the mixture was refluxed for 2 hours. After allowing to cool, the mixture was added dropwise to a solution of pyrrolidine (1.02 g) in dichloromethane (20 ml) under cooling with ice, and stirred at that temperature for 1 hour. Afte... The reactants are [OH-].[Na+] (sodium hydroxide), C(C)OC(=O)C1=CC=2C=NC=CC2N1 (1H-pyrrolo[3,2-c]pyridine-2-carboxylic acid ethyl ester). Solvent: C(C)O (ethanol). The product is N1C(=CC=2C=NC=CC21)C(=O)O (1H-Pyrrolo[3,2-c]pyridine-2-carboxylic acid). RXN SMILES: [OH-].[Na+].C([O:5][C:6]([C:8]1[NH:16][C:15]2[CH:14]=[CH:13][N:12]=[CH:11][C:10]=2[CH:9]=1)=[O:7])C>C(O)C>[NH:16]1[C:15]2[CH:14]=[CH:13][N:12]=[CH:11][C:10]=2[CH:9]=[C:8]1[C:6]([OH:7])=[O:5] |f:0.1|. Procedure: Aqueous sodium hydroxide solution (2.4 mL, 2M, 4.8 mmol) was added to a solution of 1H-pyrrolo[3,2-c]pyridine-2-carboxylic acid ethyl ester (Preparation 11, 0.76 g, 4.0 mmol) in ethanol (40 mL) and the mixture heated under reflux for 2 h before being cooled and concentrated in vacuo. The residue was dissolved in a minimum amount of water, glacial acetic acid (1 mL) was added and the solution cooled in a refrigerator for 3 days. The resultant precipitate was collected by filtration washed with et...